The task is: describe an organic reaction: reactants, conditions, products, and yield. This data is from the Open Reaction Database (ORD), a public repository of structured organic reaction records. Reported procedure: N,N-Dimethylformamide (5 mL) was added to a flask charged with a stir bar, 3-[(S)-1-(4-bromo-phenyl)-ethyl]-(S)-6-(2-hydroxy-2-methyl-propyl)-6-phenyl-[1,3]oxazinan-2-one (0.30 g), 4-(4,4,5,5-tetramethyl-[1,3,2]dioxaborolan-2-yl)-3,6-dihydro-2H-pyridine-1-carboxylic acid tert-butyl ester (0.22 g), K2CO3 (0.29 g), and [1,1′-bis(diphenylphosphino)-ferrocene]-dichloropalladium(II) (57 mg) under argon atmosphere. The resulting mixture was stirred at 80° C. overnight. After cooling to ambient tempera... The reagents and catalysts are Cl[Pd]Cl.C1(=CC=CC=C1)P([C-]1C=CC=C1)C1=CC=CC=C1.[C-]1(C=CC=C1)P(C1=CC=CC=C1)C1=CC=CC=C1.[Fe+2] ([1,1′-bis(diphenylphosphino)-ferrocene]-dichloropalladium(II)). The solvent is O (water). Starting materials: CN(C=O)C (N,N-Dimethylformamide), C(=O)([O-])[O-].[K+].[K+] (K2CO3), BrC1=CC=C(C=C1)[C@H](C)N1C(O[C@](CC1)(C1=CC=CC=C1)CC(C)(C)O)=O (3-[(S)-1-(4-bromo-phenyl)-ethyl]-(S)-6-(2-hydroxy-2-methyl-propyl)-6-phenyl-[1,3]oxazinan-2-one), C(C)(C)(C)OC(=O)N1CCC(=CC1)B1OC(C(O1)(C)C)(C)C (4-(4,4,5,5-tetramethyl-[1,3,2]dioxaborolan-2-yl)-3,6-dihydro-2H-pyridine-1-carboxylic acid tert-butyl ester). Reaction SMILES: CN(C)C=O.Br[C:7]1[CH:12]=[CH:11][C:10]([C@@H:13]([N:15]2[CH2:20][CH2:19][C@:18]([CH2:27][C:28]([OH:31])([CH3:30])[CH3:29])([C:21]3[CH:26]=[CH:25][CH:24]=[CH:23][CH:22]=3)[O:17][C:16]2=[O:32])[CH3:14])=[CH:9][CH:8]=1.[C:33]([O:37][C:38]([N:40]1[CH2:45][CH:44]=[C:43](B2OC(C)(C)C(C)(C)O2)[CH2:42][CH2:41]1)=[O:39])([CH3:36])([CH3:35])[CH3:34].C([O-])([O-])=O.[K+].[K+]>Cl[Pd]Cl.C1(P(C2C=CC=CC=2)[C-]2C=CC=C2)C=CC=CC=1.[C-]1(P(C2C=CC=CC=2)C2C=CC=CC=2)C=CC=C1.[Fe+2].O>[C:33]([O:37][C:38]([N:40]1[CH2:41][CH:42]=[C:43]([C:7]2[CH:12]=[CH:11][C:10]([C@@H:13]([N:15]3[CH2:20][CH2:19][C@:18]([CH2:27][C:28]([OH:31])([CH3:29])[CH3:30])([C:21]4[CH:26]=[CH:25][CH:24]=[CH:23][CH:22]=4)[O:17][C:16]3=[O:32])[CH3:14])=[CH:9][CH:8]=2)[CH2:44][CH2:45]1)=[O:39])([CH3:36])([CH3:34])[CH3:35] |f:3.4.5,6.7.8.9|. Product: C(C)(C)(C)OC(=O)N1CCC(=CC1)C1=CC=C(C=C1)[C@H](C)N1C(O[C@](CC1)(C1=CC=CC=C1)CC(C)(C)O)=O (4-(4-{(S)-1-[(S)-6-(2-Hydroxy-2-methyl-propyl)-2-oxo-6-phenyl-[1,3]oxazinan-3-yl]-ethyl}-phenyl)-3,6-dihydro-2H-pyridine-1-carboxylic acid tert-butyl ester). Conditions: temperature 80 celsius, time 8 hour. Reactants: COC=1C=C2C(=CN(C2=CC1)C)C=O (5-methoxy-1-methylindole-3-carboxaldehyde), N(C1=CC=CC=C1)CCC#N (3-anilinopropionitrile). Product: N(C1=CC=CC=C1)C=C(C#N)CC1=CN(C2=CC=C(C=C12)OC)C (3-Anilino-2-(5-methoxy-1-methyl-3-indolylmethyl)acrylonitrile). As a reaction SMILES: [CH3:1][O:2][C:3]1[CH:4]=[C:5]2[C:9](=[CH:10][CH:11]=1)[N:8]([CH3:12])[CH:7]=[C:6]2[CH:13]=O.[NH:15]([CH2:22][CH2:23][C:24]#[N:25])[C:16]1[CH:21]=[CH:20][CH:19]=[CH:18][CH:17]=1>>[NH:15]([CH:22]=[C:23]([CH2:13][C:6]1[C:5]2[C:9](=[CH:10][CH:11]=[C:3]([O:2][CH3:1])[CH:4]=2)[N:8]([CH3:12])[CH:7]=1)[C:24]#[N:25])[C:16]1[CH:21]=[CH:20][CH:19]=[CH:18][CH:17]=1. Reported procedure: The title compound was prepared from 5-methoxy-1-methylindole-3-carboxaldehyde (S. Misztal, Dessert. Pharm. Pharmacol., 1972, 24, 509) and 3-anilinopropionitrile by the procedure of Example 4A (71%); the structure was confirmed by 1H-NMR. Reactants: COC(=O)c1c(C(F)(F)F)[nH]c2c(O)cc3c(c12)C(CCl)CN3C(=O)OC(C)(C)C, CCOC(C)=O, COc1cc2cc(C(=O)O)[nH]c2c(OC)c1OC, CCN=C=NCCCN(C)C, CN(C)C=O, Cl, Cl, O. Yields the product COC(=O)c1c(C(F)(F)F)[nH]c2c(O)cc3c(c12)C(CCl)CN3C(=O)c1cc2cc(OC)c(OC)c(OC)c2[nH]1. As a reaction SMILES: [C:1]([CH3:3])([CH3:4])([O:5][C:6](=[O:2])[N:8]1[CH2:9][CH:10]([CH2:29][Cl:30])[c:11]2[c:12]3[c:13]([C:25](=[O:26])[O:27][CH3:28])[c:14]([C:21]([F:22])([F:23])[F:24])[nH:15][c:16]3[c:17]([OH:20])[cH:18][c:19]21)[CH3:7].[C:31]([O:32][CH2:33][CH3:34])(=[O:35])[CH3:36].[CH3:38][O:39][c:40]1[cH:41][c:42]2[cH:43][c:44]([C:53]([OH:54])=[O:55])[nH:45][c:46]2[c:47]([O:51][CH3:52])[c:48]1[O:49][CH3:50].[CH3:57][N:58]([CH3:59])[CH2:60][CH2:61][CH2:62][N:63]=[C:64]=[N:65][CH2:66][CH3:67].[CH3:68][N:69]([CH3:70])[CH:71]=[O:72].[ClH:37].[ClH:56].[OH2:73]>>[O:5]=[C:6]([N:8]1[CH2:9][CH:10]([CH2:29][Cl:30])[c:11]2[c:12]3[c:13]([C:25](=[O:26])[O:27][CH3:28])[c:14]([C:21]([F:22])([F:23])[F:24])[nH:15][c:16]3[c:17]([OH:20])[cH:18][c:19]21)[c:44]1[cH:43][c:42]2[cH:41][c:40]([O:39][CH3:38])[c:48]([O:49][CH3:50])[c:47]([O:51][CH3:52])[c:46]2[nH:45]1.